Dataset: the Open Reaction Database (ORD), a public repository of structured organic reaction records. Task: describe an organic reaction: reactants, conditions, products, and yield Reactants: C(C)(=O)N1C(C(C2=CC(=CC=C12)[N+](=O)[O-])=C(C1=CC=CC=C1)OC)=O (1-acetyl-3-(1-methoxy-1-phenyl-methylidene)-5-nitro-2-indolinone), O1CCN(CC1)C1=CC=C(N)C=C1 (4-morpholinoaniline), N (ammonia). Solvent: ClCCl (dichloromethane). Yields the product O1CCN(CC1)C1=CC=C(C=C1)N\C(\C1=CC=CC=C1)=C\1/C(NC2=CC=C(C=C12)[N+](=O)[O-])=O ((Z)-3-[1-(4-morpholinophenylamino)-1-phenyl-methylidene]-5-nitro-2-indolinone). RXN SMILES: C([N:4]1[C:12]2[C:7](=[CH:8][C:9]([N+:13]([O-:15])=[O:14])=[CH:10][CH:11]=2)[C:6](=[C:16](OC)[C:17]2[CH:22]=[CH:21][CH:20]=[CH:19][CH:18]=2)[C:5]1=[O:25])(=O)C.[O:26]1[CH2:31][CH2:30][N:29]([C:32]2[CH:38]=[CH:37][C:35]([NH2:36])=[CH:34][CH:33]=2)[CH2:28][CH2:27]1.N>ClCCl>[O:26]1[CH2:27][CH2:28][N:29]([C:32]2[CH:38]=[CH:37][C:35]([NH:36]/[C:16](=[C:6]3\[C:5](=[O:25])[NH:4][C:12]4[C:7]\3=[CH:8][C:9]([N+:13]([O-:15])=[O:14])=[CH:10][CH:11]=4)/[C:17]3[CH:18]=[CH:19][CH:20]=[CH:21][CH:22]=3)=[CH:34][CH:33]=2)[CH2:30][CH2:31]1. Procedure: Prepared analogously to Example 77 from 1-acetyl-3-(1-methoxy-1-phenyl-methylidene)-5-nitro-2-indolinone and 4-morpholinoaniline in dichloromethane and subsequent treatment with methanolic ammonia.